This data is from the Open Reaction Database (ORD), a public repository of structured organic reaction records. The task is: describe an organic reaction: reactants, conditions, products, and yield The reactants are CN(CCCOC1=CC=C(C=C1)[N+](=O)[O-])C (dimethyl-[3-(4-nitrophenoxy)propyl]amine), C(=O)O (formic acid). The reagents and catalysts are [OH-].[Pd+2].[OH-] (Palladium(II) hydroxide). Run in C(C)O (ethanol). Reaction conditions: temperature 60 celsius. Yields the product CN(CCCOC1=CC=C(C=C1)N)C (4-(3-Dimethylaminopropoxy)phenylamine). Reaction SMILES: [CH3:1][N:2]([CH3:16])[CH2:3][CH2:4][CH2:5][O:6][C:7]1[CH:12]=[CH:11][C:10]([N+:13]([O-])=O)=[CH:9][CH:8]=1.C(O)=O>C(O)C.[OH-].[Pd+2].[OH-]>[CH3:16][N:2]([CH3:1])[CH2:3][CH2:4][CH2:5][O:6][C:7]1[CH:8]=[CH:9][C:10]([NH2:13])=[CH:11][CH:12]=1 |f:3.4.5|. Procedure: Palladium(II) hydroxide (20% on carbon; 0.4 g) was added to a solution of dimethyl-[3-(4-nitrophenoxy)propyl]amine (3.75 g) in ethanol (75 ml) under argon. Then formic acid (4 ml) was added dropwise, during which the reaction mixture heated to 60° C. while evolving much gas. After a reaction time of 90 minutes, the catalyst was filtered off and the filtrate was concentrated. The residue was partitioned between methyl tert-butyl ether and sodium hydroxide solution (2N). The organic phase was drie... Reactants: C(C)(C)NC1CCCCC1 (N-isopropylcyclohexylamine), C(CCC)[Li] (n-butyllithium), C(C)OC(CC1=CC=NC=C1)=O (4-pyridylacetic acid ethyl ester), ClC1=NC=C(C(=N1)Cl)CI (2,4-Dichloro-5-(iodomethyl)pyrimidine). Solvent: C(C)(=O)OCC (ethyl acetate), O1CCCC1 (tetrahydrofuran), O1CCCC1 (tetrahydrofuran), O1CCCC1 (tetrahydrofuran). Conditions: temperature -78 celsius, time 30 minute. Product: C(C)OC(C(CC=1C(=NC(=NC1)Cl)Cl)C1=CC=NC=C1)=O (3-(2,4-dichloro-pyrimidin-5-yl)-2-pyridin-4-yl-propionic acid ethyl ester). Reaction SMILES: C(NC1CCCCC1)(C)C.C([Li])CCC.[CH2:16]([O:18][C:19](=[O:27])[CH2:20][C:21]1[CH:26]=[CH:25][N:24]=[CH:23][CH:22]=1)[CH3:17].[Cl:28][C:29]1[N:34]=[C:33]([Cl:35])[C:32]([CH2:36]I)=[CH:31][N:30]=1>O1CCCC1.C(OCC)(=O)C>[CH2:16]([O:18][C:19](=[O:27])[CH:20]([C:21]1[CH:26]=[CH:25][N:24]=[CH:23][CH:22]=1)[CH2:36][C:32]1[C:33]([Cl:35])=[N:34][C:29]([Cl:28])=[N:30][CH:31]=1)[CH3:17]. Procedure details: To a solution of N-isopropylcyclohexylamine (720 mg, 5.0 mmol) (Aldrich) in dry tetrahydrofuran (10 mL) was added n-butyllithium (2.5 M in hexanes, 2.0 mL, 5.0 mmol) (Aldrich) at −78° C. under argon. After 30 minutes, a solution of 4-pyridylacetic acid ethyl ester (826 mg, 5.0 mmol) (Lancaster) in tetrahydrofuran (3 mL) was added by injection via a syringe and the reaction mixture was stirred at −78° C. for another 30 minutes. To the reaction mixture was added a solution of 2,4-dichloro-5-iodome... The reactants are OS(=O)(=O)O (H2SO4), BrC1=C(C(=O)O)C=CC=N1 (2-bromonicotinic acid), CO (MeOH). Reaction conditions: time 5 hour. The product is COC(C1=C(N=CC=C1)Br)=O (2-bromonicotinic acid methyl ester). As a reaction SMILES: OS(O)(=O)=O.[Br:6][C:7]1[N:15]=[CH:14][CH:13]=[CH:12][C:8]=1[C:9]([OH:11])=[O:10].[CH3:16]O>>[CH3:16][O:10][C:9](=[O:11])[C:8]1[CH:12]=[CH:13][CH:14]=[N:15][C:7]=1[Br:6]. Procedure: H2SO4 (0.6 mL) was added to a solution of 2-bromonicotinic acid (1.5 g, 7.43 mmol, 1.00 eq.) in MeOH (20 mL). The resulting solution was stirred for 5 hours while the temperature was maintained at reflux in an oil bath. The mixture was cooled to room temperature and concentrated under vacuum. The resulting solution was diluted with EtOAc (50 mL) and the pH of the solution was adjusted to 10 with Na2CO3 (20%). The resulting organic layer was washed with water (1×50 mL) and saturated aqueous NaCl ... The reactants are CN(C([C@@H](NC(=O)OC(C)(C)C)CC1=CC=CC=C1)=O)C (N-tert-butyloxycarbonyl-(S)-phenylalanine dimethylamide), Cl (hydrochloric acid). The solvent is CO (methanol). Conditions: time 3 hour. The product is Cl.N[C@H](C(=O)N(C)C)CC1=CC=CC=C1 (2-(S)-Amino-N,N-dimethyl-3-phenylpropionamide hydrochloride). Reaction SMILES: [CH3:1][N:2]([CH3:21])[C:3](=[O:20])[C@H:4]([CH2:13][C:14]1[CH:19]=[CH:18][CH:17]=[CH:16][CH:15]=1)[NH:5]C(OC(C)(C)C)=O.[ClH:22]>CO>[ClH:22].[NH2:5][C@@H:4]([CH2:13][C:14]1[CH:15]=[CH:16][CH:17]=[CH:18][CH:19]=1)[C:3]([N:2]([CH3:21])[CH3:1])=[O:20] |f:3.4|. Reported procedure: To a solution of N-tert-butyloxycarbonyl-(S)-phenylalanine dimethylamide (Preparation 7, 24.8 g, 84 mmol) in methanol (50 mL) was added a solution of hydrochloric acid (4N, in dioxane, 40 mL) and the mixture stirred at rt for 3 h. The resulting solution was concentrated in vacuo then dissolved in water (300 mL). The aqueous solution was washed with ethyl acetate (3×100 mL) and concentrated again. Successive recrystallisations with methanol (200 mL) and a mixture of methanol and toluene (1:1, 200... The reactants are CC(C)O, [K+], [OH-], CSCC1OC(=O)NC1CO. Product: CSCC(O)C(N)CO. Reaction SMILES: [CH:12]([OH:13])([CH3:14])[CH3:15].[K+:17].[OH-:16].[OH:1][CH2:2][CH:3]1[NH:4][C:5](=[O:11])[O:6][CH:7]1[CH2:8][S:9][CH3:10]>>[OH:1][CH2:2][CH:3]([NH2:4])[CH:7]([OH:6])[CH2:8][S:9][CH3:10].